From a dataset of the Open Reaction Database (ORD), a public repository of structured organic reaction records. describe an organic reaction: reactants, conditions, products, and yield Starting materials: Cc1cscc1Br, C1CCOC1, CC(C)[Mg+], [Cl-], [Cl-], [Cl-], [Li+], CC(C)(C)OC(=O)N=NC(=O)OC(C)(C)C, [NH4+]. Product: Cc1cscc1N(NC(=O)OC(C)(C)C)C(=O)OC(C)(C)C. As a reaction SMILES: [Br:8][c:9]1[cH:10][s:11][cH:12][c:13]1[CH3:14].[CH2:33]1[O:34][CH2:35][CH2:36][CH2:37]1.[CH:4]([Mg+:5])([CH3:6])[CH3:7].[Cl-:1].[Cl-:31].[Cl-:3].[Li+:2].[N:15](=[N:16][C:17](=[O:18])[O:19][C:20]([CH3:21])([CH3:22])[CH3:23])[C:24](=[O:25])[O:26][C:27]([CH3:28])([CH3:29])[CH3:30].[NH4+:32]>>[c:9]1([N:15]([NH:16][C:17](=[O:18])[O:19][C:20]([CH3:21])([CH3:22])[CH3:23])[C:24](=[O:25])[O:26][C:27]([CH3:28])([CH3:29])[CH3:30])[cH:10][s:11][cH:12][c:13]1[CH3:14]. Starting materials: N1(CCOCC1)C=1N=C(NN1)N (5-morpholin-4-yl-2H-[1,2,4]triazol-3-ylamine), BrC(C=O)C=O (2-bromomalonaldehyde). Product: BrC=1C=NC=2N(C1)N=C(N2)N2CCOCC2 (6-Bromo-2-morpholin-4-yl-[1,2,4]triazolo[1,5-a]pyrimidine). Reaction SMILES: [N:1]1([C:7]2[N:8]=[C:9]([NH2:12])[NH:10][N:11]=2)[CH2:6][CH2:5][O:4][CH2:3][CH2:2]1.[Br:13][CH:14]([CH:17]=O)[CH:15]=O>>[Br:13][C:14]1[CH:15]=[N:12][C:9]2[N:10]([N:11]=[C:7]([N:1]3[CH2:2][CH2:3][O:4][CH2:5][CH2:6]3)[N:8]=2)[CH:17]=1. Procedure: The title compound, a light yellow solid, MS: m/e=284.2/286.1 (M+H+), can be prepared in accordance with the general method of example 42, step 1 from 5-morpholin-4-yl-2H-[1,2,4]triazol-3-ylamine (CAS 51420-46-3) and 2-bromomalonaldehyde. Reactants: [BH3-]C#N, CC(=O)[O-], CO, Cl, Nc1nc2c(s1)CC(=O)CC2, [NH4+], [Na+]. Product: Nc1nc2c(s1)CC(N)CC2. Reaction SMILES: [C:17](#[N:18])[BH3-:19].[CH3:13][C:14](=[O:15])[O-:16].[CH3:22][OH:23].[ClH:21].[NH2:1][c:2]1[s:3][c:4]2[c:5]([n:6]1)[CH2:7][CH2:8][C:9](=[O:11])[CH2:10]2.[NH4+:12].[Na+:20]>>[NH2:1][c:2]1[s:3][c:4]2[c:5]([n:6]1)[CH2:7][CH2:8][CH:9]([NH2:18])[CH2:10]2. Reactants: O=C([O-])[O-], C=CCBr, CC(C)=O, [K+], [K+], O, C=CCc1ccccc1O. Yields the product C=CCc1ccccc1OC=CC. RXN SMILES: [C:11](=[O:12])([O-:13])[O-:14].[CH2:17]([CH:18]=[CH2:19])[Br:20].[CH3:22][C:23](=[O:24])[CH3:25].[K+:15].[K+:16].[OH2:21].[OH:1][c:2]1[c:3]([CH2:8][CH:9]=[CH2:10])[cH:4][cH:5][cH:6][cH:7]1>>[O:1]([c:2]1[c:3]([CH2:8][CH:9]=[CH2:10])[cH:4][cH:5][cH:6][cH:7]1)[CH:17]=[CH:18][CH3:19].